The task is: describe an organic reaction: reactants, conditions, products, and yield. This data is from the Open Reaction Database (ORD), a public repository of structured organic reaction records. The reactants are solution, ClC(=O)OC (methyl chloroformate), NC1=NC=CC=C1N (2,3-diaminopyridine), CC1=C(C=O)C(=CC=C1)NC(=O)OC (2-methyl-6-methoxycarbonylaminobenzaldehyde), CC1=C(C=O)C(=CC=C1)N (2-methyl-6-aminobenzaldehyde). Reagents/catalysts: [Ti](Cl)(Cl)(Cl)Cl (titanium tetrachloride). Run in C(Cl)Cl (methylene chloride), O (water), C(Cl)Cl (methylene chloride), C(C)N(CC)CC (triethylamine). Reaction conditions: time 2 hour. Yields the product NC1=NC=CC=C1N=CC1=C(C=CC=C1NC(=O)OC)C (2-amino-3-(2-methyl-6-methoxycarbonylaminobenzylideneamino)pyridine). Isolated yield 19.6%. RXN SMILES: [NH2:1][C:2]1[C:7]([NH2:8])=[CH:6][CH:5]=[CH:4][N:3]=1.[CH3:9][C:10]1[CH:17]=[CH:16][CH:15]=[C:14]([NH:18][C:19]([O:21][CH3:22])=[O:20])[C:11]=1[CH:12]=O.CC1C=CC=C(N)C=1C=O.ClC(OC)=O>C(Cl)Cl.[Ti](Cl)(Cl)(Cl)Cl.O.C(N(CC)CC)C>[NH2:1][C:2]1[C:7]([N:8]=[CH:12][C:11]2[C:14]([NH:18][C:19]([O:21][CH3:22])=[O:20])=[CH:15][CH:16]=[CH:17][C:10]=2[CH3:9])=[CH:6][CH:5]=[CH:4][N:3]=1. Procedure details: To a solution of 2,3-diaminopyridine (546 mg) and 2-methyl-6-methoxycarbonylaminobenzaldehyde (966 mg)*, which was prepared by reacting 2-methyl-6-aminobenzaldehyde with methyl chloroformate according to a similar manner to that of Preparation 2, and triethylamine (2.5 g) in methylene chloride (26 ml) was added a 0.5M solution of titanium tetrachloride in methylene chloride (6 ml) at 0° C. and the mixture was stirred for 2 hours at the same temperature. To the mixture, water was added and the in... Procedure details: A solution of NaOH (12.6 g, 315 mmol) in H2O (100 mL) was added to a suspension of 6 (50 g, 102 mmol) in MeOH (750 mL) and stirred for 8 h at room temperature. Approximately half of the solvent was removed in vacuo and the remainder was treated dropwise with 1 M aqueous HCl (315 mmol, 315 mL). The white precipitate was filtered, washed with H2O (2×200 mL) and Et2O (3×200 mL) and dried in vacuo to afford a white powder (15, 46.7 g, 100 mmol, 99%) as a mixture of two diastereomers: M.p.: 158-160° ... Conditions: time 8 hour. Yields the product O=C1N(C=CC(N1)=O)C1OC(C2OC(OC21)C2=CC=C(OCCCCCC(=O)O)C=C2)CO (6-{4-(4-(2,4-Dioxo-3,4-dihydro-2H-pyrimidin-1-yl)-6-hydroxymethyl-tetrahydro-furo(3,4-d)(1,3)dioxol-2-yl)-phenoxy}-hexanoic acid). The reactants are Cl (HCl), [OH-].[Na+] (NaOH), C(C)OC(CCCCCOC1=CC=C(C=C1)C1OC2C(O1)C(OC2N2C(NC(C=C2)=O)=O)CO)=O (6-{4-(4-(2,4-Dioxo-3,4-dihydro-2H-pyrimidin-1-yl)-6-hydroxymethyl-tetrahydro-furo(3,4-d)(1,3)dioxol-2-yl)-phenoxy}-hexanoic acid ethyl ester). As a reaction SMILES: [OH-].[Na+].C([O:5][C:6](=[O:37])[CH2:7][CH2:8][CH2:9][CH2:10][CH2:11][O:12][C:13]1[CH:18]=[CH:17][C:16]([CH:19]2[O:23][CH:22]3[CH:24]([CH2:35][OH:36])[O:25][CH:26]([N:27]4[CH:32]=[CH:31][C:30](=[O:33])[NH:29][C:28]4=[O:34])[CH:21]3[O:20]2)=[CH:15][CH:14]=1)C.Cl>O.CO>[O:34]=[C:28]1[NH:29][C:30](=[O:33])[CH:31]=[CH:32][N:27]1[CH:26]1[CH:21]2[CH:22]([O:23][CH:19]([C:16]3[CH:15]=[CH:14][C:13]([O:12][CH2:11][CH2:10][CH2:9][CH2:8][CH2:7][C:6]([OH:37])=[O:5])=[CH:18][CH:17]=3)[O:20]2)[CH:24]([CH2:35][OH:36])[O:25]1 |f:0.1|. Run in O (H2O), CO (MeOH). The reactants are solid, Cl.Cl.O1C=C(C=C2C1=CC=C2)C2N(CCCC2)CC[C@@H]2CC[C@H](CC2)N (trans-4-[2-(4-benzofuran-3-yl-piperidin-1-yl)-ethyl]-cyclohexylamine dihydrochloride), Cl.Cl.O1C=C(C=C2C1=CC=C2)C2N(CCCC2)CC[C@@H]2CC[C@H](CC2)N (trans-4-[2-(4-benzofuran-3-yl-piperidin-1-yl)-ethyl]-cyclohexylamine dihydrochloride), C(C)(C)(C)C1CCC(CC1)C(=O)O (4-tert-butyl-cyclohexanecarboxylic acid). Yields the product O1C=C(C=C2C1=CC=C2)C2N(CCCC2)CC[C@@H]2CC[C@H](CC2)NC(=O)C2CCC(CC2)C(C)(C)C (4-tert-Butyl-cyclohexanecarboxylic acid trans-{4-[2-(4-benzofuran-3-yl-piperidin-1-yl)-ethyl]-cyclohexyl}-amide). RXN SMILES: Cl.Cl.[O:3]1[C:8]2=[CH:9][CH:10]=[CH:11][C:7]2=[CH:6][C:5]([CH:12]2[CH2:17][CH2:16][CH2:15][CH2:14][N:13]2[CH2:18][CH2:19][C@H:20]2[CH2:25][CH2:24][C@H:23]([NH2:26])[CH2:22][CH2:21]2)=[CH:4]1.[C:27]([CH:31]1[CH2:36][CH2:35][CH:34]([C:37](O)=[O:38])[CH2:33][CH2:32]1)([CH3:30])([CH3:29])[CH3:28]>>[O:3]1[C:8]2=[CH:9][CH:10]=[CH:11][C:7]2=[CH:6][C:5]([CH:12]2[CH2:17][CH2:16][CH2:15][CH2:14][N:13]2[CH2:18][CH2:19][C@H:20]2[CH2:21][CH2:22][C@H:23]([NH:26][C:37]([CH:34]3[CH2:35][CH2:36][CH:31]([C:27]([CH3:30])([CH3:29])[CH3:28])[CH2:32][CH2:33]3)=[O:38])[CH2:24][CH2:25]2)=[CH:4]1 |f:0.1.2|. Procedure details: The title compound, off-white solid (77 mg, 63%), MS (ISP) m/z=493.4 [(M+H)+], mp 199° C., was prepared in accordance with the general method of example 1 from trans-4-[2-(4-benzofuran-3-yl-piperidin-1-yl)-ethyl]-cyclohexylamine dihydrochloride (intermediate A) (100 mg, 0.25 mmol) and 4-tert-butyl-cyclohexanecarboxylic acid. Reactants: C(C)P(OCCCC)(=O)CCO (butyl ethyl(2-hydroxyethyl)phosphinate), CC(=O)C.OS(=O)(=O)O.O=[Cr](=O)=O (Jones reagent), C(C)(C)O (isopropanol). Run in CC(=O)C (acetone). Conditions: time 1 hour. Product: C(C)P(=O)(CC(=O)O)OCCCC (2-(ethylbutoxyphosphinyl)acetic acid). The yield is 8.1%. RXN SMILES: [CH2:1]([P:3]([CH2:10][CH2:11][OH:12])(=[O:9])[O:4][CH2:5][CH2:6][CH2:7][CH3:8])[CH3:2].CC(C)=[O:15].OS(O)(=O)=O.O=[Cr](=O)=O.C(O)(C)C>CC(C)=O>[CH2:1]([P:3]([O:4][CH2:5][CH2:6][CH2:7][CH3:8])([CH2:10][C:11]([OH:15])=[O:12])=[O:9])[CH3:2] |f:1.2.3|. Procedure: 19.4 g (0.1 mol) of butyl ethyl(2-hydroxyethyl)phosphinate (prepared as in Example 6) in 500 ml of acetone were admixed with 0.11 mol of Jones reagent (12.7 g of chromium trioxide in 36.7 ml of water and 11.0 ml of concentrated sulfuric acid) at 0° C. by dropwise addition. The reaction mixture was subsequently stirred for 3½ hours with ice cooling and for 1 hour at room temperature. Following addition of 12 ml of isopropanol, the mixture is poured onto ice-water. Volatile constituents are then d... The reactants are COC1=C(C=CC=C1)CCNC(C)=O (N-[2-(2-methoxy-phenyl)-ethyl]-acetamide), O=P12OP3(=O)OP(=O)(O1)OP(=O)(O2)O3 (phosphorus pentoxide). Yields the product COC1=C2CCN=C(C2=CC=C1)C (5-Methoxy-1-methyl-3,4-dihydro-isoquinoline). Reaction SMILES: [CH3:1][O:2][C:3]1[CH:8]=[CH:7][CH:6]=[CH:5][C:4]=1[CH2:9][CH2:10][NH:11][C:12](=O)[CH3:13].O=P12OP3(OP(OP(O3)(O1)=O)(=O)O2)=O>>[CH3:1][O:2][C:3]1[CH:8]=[CH:7][CH:6]=[C:5]2[C:4]=1[CH2:9][CH2:10][N:11]=[C:12]2[CH3:13]. Procedure details: In close analogy to the procedure described above, N-[2-(2-methoxy-phenyl)-ethyl]-acetamide is reacted with phosphorus pentoxide to provide the title compound. The reactants are COC1=C(C=CC(=C1)C1=CC=CC=C1)CN1CCN(CC1)C(=O)OC(C)(C)C (tert-butyl 4-[(2-methoxy-4-phenylphenyl)methyl]piperazine-1-carboxylate), FC(C(=O)O)(F)F (trifluoroacetic acid). The solvent is ClCCl (dichloromethane). Reaction conditions: time 8 hour. Product: COC1=C(C=CC(=C1)C1=CC=CC=C1)CN1CCNCC1 (1-[(2-methoxy-4-phenylphenyl)methyl]piperazine). The yield is 95.7%. Reaction SMILES: [CH3:1][O:2][C:3]1[CH:8]=[C:7]([C:9]2[CH:14]=[CH:13][CH:12]=[CH:11][CH:10]=2)[CH:6]=[CH:5][C:4]=1[CH2:15][N:16]1[CH2:21][CH2:20][N:19](C(OC(C)(C)C)=O)[CH2:18][CH2:17]1.FC(F)(F)C(O)=O>ClCCl>[CH3:1][O:2][C:3]1[CH:8]=[C:7]([C:9]2[CH:10]=[CH:11][CH:12]=[CH:13][CH:14]=2)[CH:6]=[CH:5][C:4]=1[CH2:15][N:16]1[CH2:21][CH2:20][NH:19][CH2:18][CH2:17]1. Reported procedure: A 100 mL round-bottom flask was charged with tert-butyl 4-[(2-methoxy-4-phenylphenyl)methyl]piperazine-1-carboxylate (850 mg, 2.22 mmol, 1.00 equiv), dichloromethane (15 mL), trifluoroacetic acid (1.50 mL). The resulting solution was stirred overnight at room temperature. The resulting mixture was concentrated under reduced pressure to provide 600 mg (crude) of 1-[(2-methoxy-4-phenylphenyl)methyl]piperazine as yellow oil. LCMS (ESI, m/z): 283 [M+H]+.